Task: describe an organic reaction: reactants, conditions, products, and yield. Dataset: the Open Reaction Database (ORD), a public repository of structured organic reaction records Starting materials: C(C)(C)(C)OC(NCC1=NN(C(C2=CC=CC=C12)=O)N)=O (tert-butyl(3-amino-4-oxo-3,4-dihydrophthalazin-1-yl)methylcarbamate), FC1(CCC(CC1)CC(=O)O)F (2-(4,4-difluorocyclohexyl)acetic acid). Yields the product C(C)(C)(C)OC(NCC1=NN(C(C2=CC=CC=C12)=O)NC(CC1CCC(CC1)(F)F)=O)=O (tert-butyl[(3-{[(4,4-difluorocyclohexyl)acetyl]amino}-4-oxo-3,4-dihydrophthalazin-1-yl)methyl]carbamate). RXN SMILES: [C:1]([O:5][C:6](=[O:21])[NH:7][CH2:8][C:9]1[C:18]2[C:13](=[CH:14][CH:15]=[CH:16][CH:17]=2)[C:12](=[O:19])[N:11]([NH2:20])[N:10]=1)([CH3:4])([CH3:3])[CH3:2].[F:22][C:23]1([F:33])[CH2:28][CH2:27][CH:26]([CH2:29][C:30](O)=[O:31])[CH2:25][CH2:24]1>>[C:1]([O:5][C:6](=[O:21])[NH:7][CH2:8][C:9]1[C:18]2[C:13](=[CH:14][CH:15]=[CH:16][CH:17]=2)[C:12](=[O:19])[N:11]([NH:20][C:30](=[O:31])[CH2:29][CH:26]2[CH2:27][CH2:28][C:23]([F:33])([F:22])[CH2:24][CH2:25]2)[N:10]=1)([CH3:4])([CH3:2])[CH3:3]. Procedure: The product of Example 41B and 2-(4,4-difluorocyclohexyl)acetic acid were treated using a method similar to that described in Example 56 to give the title compound. 1H NMR (300 MHz, DMSO-d6) δ 11.31 (s, 1H), 8.32 (dd, J=7.8, 1.4, 1H), 8.11 (d, J=8.0, 1H), 8.04-7.95 (m, 1H), 7.95-7.86 (m, 1H), 7.48-7.37 (m, 1H), 4.48-4.42 (m, 2H), 2.32-2.22 (m, 3H), 2.05-1.70 (m, 6H), 1.39 (s, 9H), 1.35-1.20 (m, 2H); MS (ESI−) M/Z 449 (M−H)−. Starting materials: O=C1CCC(=O)N1Br, O=C(OOC(=O)c1ccccc1)c1ccccc1, ClC(Cl)(Cl)Cl, COc1c(Cl)cc(C)c2cnn(S(=O)(=O)c3ccccc3)c12. Yields the product COc1c(Cl)cc(CBr)c2cnn(S(=O)(=O)c3ccccc3)c12. As a reaction SMILES: [Br:23][N:24]1[C:25](=[O:26])[CH2:27][CH2:28][C:29]1=[O:30].[C:31]([O:32][O:33][C:34](=[O:35])[c:36]1[cH:37][cH:38][cH:39][cH:40][cH:41]1)(=[O:42])[c:43]1[cH:44][cH:45][cH:46][cH:47][cH:48]1.[C:49]([Cl:50])([Cl:51])([Cl:52])[Cl:53].[c:1]1([S:7](=[O:8])(=[O:9])[n:10]2[n:11][cH:12][c:13]3[c:14]([CH3:22])[cH:15][c:16]([Cl:21])[c:17]([O:19][CH3:20])[c:18]23)[cH:2][cH:3][cH:4][cH:5][cH:6]1>>[c:1]1([S:7](=[O:8])(=[O:9])[n:10]2[n:11][cH:12][c:13]3[c:14]([CH2:22][Br:23])[cH:15][c:16]([Cl:21])[c:17]([O:19][CH3:20])[c:18]23)[cH:2][cH:3][cH:4][cH:5][cH:6]1.